Dataset: the Open Reaction Database (ORD), a public repository of structured organic reaction records. Task: describe an organic reaction: reactants, conditions, products, and yield Starting materials: CCOC(=O)CCCBr, O=C([O-])[O-], CN(C)C=O, CCOC(C)=O, Oc1ccc(C(F)(F)F)cc1CN(Cc1cc(C(F)(F)F)cc(C(F)(F)F)c1)c1ncc(N2CCOCC2)cn1, [K+], [K+], O. The product is CCOC(=O)CCCOc1ccc(C(F)(F)F)cc1CN(Cc1cc(C(F)(F)F)cc(C(F)(F)F)c1)c1ncc(N2CCOCC2)cn1. Reaction SMILES: [Br:41][CH2:42][CH2:43][CH2:44][C:45](=[O:46])[O:47][CH2:48][CH3:49].[C:50](=[O:51])([O-:52])[O-:53].[CH3:57][N:58]([CH3:59])[CH:60]=[O:61].[CH3:62][CH2:63][O:64][C:65](=[O:66])[CH3:67].[F:1][C:2]([c:3]1[cH:4][c:5]([CH2:6][N:7]([c:8]2[n:9][cH:10][c:11]([N:14]3[CH2:15][CH2:16][O:17][CH2:18][CH2:19]3)[cH:12][n:13]2)[CH2:20][c:21]2[c:22]([OH:31])[cH:23][cH:24][c:25]([C:27]([F:28])([F:29])[F:30])[cH:26]2)[cH:32][c:33]([C:35]([F:36])([F:37])[F:38])[cH:34]1)([F:39])[F:40].[K+:54].[K+:55].[OH2:56]>>[F:1][C:2]([c:3]1[cH:4][c:5]([CH2:6][N:7]([c:8]2[n:9][cH:10][c:11]([N:14]3[CH2:15][CH2:16][O:17][CH2:18][CH2:19]3)[cH:12][n:13]2)[CH2:20][c:21]2[c:22]([O:31][CH2:42][CH2:43][CH2:44][C:45](=[O:46])[O:47][CH2:48][CH3:49])[cH:23][cH:24][c:25]([C:27]([F:28])([F:29])[F:30])[cH:26]2)[cH:32][c:33]([C:35]([F:36])([F:37])[F:38])[cH:34]1)([F:39])[F:40]. Reactants: C(C)(C)(C)OC(=O)N1C[C@H]([C@H](CC1)C1=CC(=C(C=2C=COC21)F)F)C (cis-1-(tert-butoxycarbonyl)-3-methyl-4-(4,5-difluorobenzofur-7-yl)piperidine), Cl (hydrochloric acid). Solvent: O1CCOCC1 (dioxane). The product is Cl.C[C@@H]1CNCC[C@@H]1C1=CC(=C(C=2C=COC21)F)F (cis-3-methyl-4-(4,5-difluorobenzofur-7-yl)piperidine hydrochloride). Reaction SMILES: C(OC([N:8]1[CH2:13][CH2:12][C@H:11]([C:14]2[C:22]3[O:21][CH:20]=[CH:19][C:18]=3[C:17]([F:23])=[C:16]([F:24])[CH:15]=2)[C@H:10]([CH3:25])[CH2:9]1)=O)(C)(C)C.[ClH:26]>O1CCOCC1>[ClH:26].[CH3:25][C@H:10]1[C@@H:11]([C:14]2[C:22]3[O:21][CH:20]=[CH:19][C:18]=3[C:17]([F:23])=[C:16]([F:24])[CH:15]=2)[CH2:12][CH2:13][NH:8][CH2:9]1 |f:3.4|. Reported procedure: The title compound was prepared by treating cis-1-(tert-butoxycarbonyl)-3-methyl-4-(4,5-difluorobenzofur-7-yl)piperidine with 4N hydrochloric acid in dioxane essentially as described in EXAMPLE 10. The reactants are C(C)(C)(C)OC(=O)N(C(=NC(=O)OC(C)(C)C)N)C=1C=C(C=CC1)C(C(=O)O)CP(=O)(O)CCCCC1=CC=CC=C1 (2-(3-(N,N′-di(t-Butoxycarbonyl)guanidino)phenyl)-3-((4-phenylbutyl)-(hydroxy)phosphinoyl)propanoic acid), C(=O)(C(F)(F)F)O (TFA). Solvent: C(Cl)Cl (methylene chloride). Run at time 1.5 hour. Product: N(C(=N)N)C=1C=C(C=CC1)C(C(=O)O)CP(=O)(O)CCCCC1=CC=CC=C1 (2-(3-guanidinophenyl)-3-((4-phenylbutyl)(hydroxy)-phosphinoyl)propanoic acid). RXN SMILES: C(OC([N:8]([C:19]1[CH:20]=[C:21]([CH:25]([CH2:29][P:30]([CH2:33][CH2:34][CH2:35][CH2:36][C:37]2[CH:42]=[CH:41][CH:40]=[CH:39][CH:38]=2)([OH:32])=[O:31])[C:26]([OH:28])=[O:27])[CH:22]=[CH:23][CH:24]=1)[C:9]([NH2:18])=[N:10]C(OC(C)(C)C)=O)=O)(C)(C)C.C(O)(C(F)(F)F)=O>C(Cl)Cl>[NH:8]([C:19]1[CH:20]=[C:21]([CH:25]([CH2:29][P:30]([CH2:33][CH2:34][CH2:35][CH2:36][C:37]2[CH:38]=[CH:39][CH:40]=[CH:41][CH:42]=2)([OH:32])=[O:31])[C:26]([OH:28])=[O:27])[CH:22]=[CH:23][CH:24]=1)[C:9]([NH2:18])=[NH:10]. Procedure details: 2-(3-(N,N′-di(t-Butoxycarbonyl)guanidino)phenyl)-3-((4-phenylbutyl)-(hydroxy)phosphinoyl)propanoic acid was dissolved in 9 mL 2:1 methylene chloride:TFA. After 1.5 hours, the reaction mixture was concentrated and purified by prep HPLC to afford 2-(3-guanidinophenyl)-3-((4-phenylbutyl)(hydroxy)-phosphinoyl)propanoic acid, NMR (DMSO-d6) 1.25-1.60 (m, 6), 2.00 (m, 1), 2.40-2.50 (m, 2), 3.85 (m, 1), 7.0-7.45 (m, 9) ppm, (2.9 mg), Reactants: Cl (HCl), N1=C(C=CC=C1)C1=CC=C(C=C1)C(N(C[C@@H]([C@H](CC1=CC=CC=C1)NC([C@@H](NC(=O)OC)C(C)(C)C)=O)O)C(=O)OC(C)(C)C)N (1-[4-(pyridin-2-yl)-phenyl]-4(S)-hydroxy-2-N-Boc-amino-5(S)-N-(N-methoxycarbonyl-(L)-tert-leucyl)amino-6-phenyl-2-azahexane), CN(C)C=O (DMF). Run in O1CCOCC1 (dioxane). Conditions: time 2.75 hour. The product is Cl.N1=C(C=CC=C1)C1=CC=C(C=C1)CN(C[C@@H]([C@H](CC1=CC=CC=C1)NC([C@@H](NC(=O)OC)C(C)(C)C)=O)O)N (1-[4-(Pyridin-2-yl)-phenyl]-4(S)-hydroxy-2-amino-5(S)-N-(N-methoxycarbonyl-(L)-tert-leucyl)amino-6-phenyl-2-azahexane hydrochloride). Reaction SMILES: [ClH:1].[N:2]1[CH:7]=[CH:6][CH:5]=[CH:4][C:3]=1[C:8]1[CH:13]=[CH:12][C:11]([CH:14](N)[N:15](C(OC(C)(C)C)=O)[CH2:16][C@H:17]([OH:39])[C@@H:18]([NH:26][C:27](=[O:38])[C@H:28]([C:34]([CH3:37])([CH3:36])[CH3:35])[NH:29][C:30]([O:32][CH3:33])=[O:31])[CH2:19][C:20]2[CH:25]=[CH:24][CH:23]=[CH:22][CH:21]=2)=[CH:10][CH:9]=1.C[N:49](C=O)C>O1CCOCC1>[ClH:1].[N:2]1[CH:7]=[CH:6][CH:5]=[CH:4][C:3]=1[C:8]1[CH:13]=[CH:12][C:11]([CH2:14][N:15]([NH2:49])[CH2:16][C@H:17]([OH:39])[C@@H:18]([NH:26][C:27](=[O:38])[C@H:28]([C:34]([CH3:37])([CH3:36])[CH3:35])[NH:29][C:30]([O:32][CH3:33])=[O:31])[CH2:19][C:20]2[CH:25]=[CH:24][CH:23]=[CH:22][CH:21]=2)=[CH:10][CH:9]=1 |f:4.5|. Procedure details: Analogously to Example 37f), 130 ml of 4M HCl in dioxane are added to 4.4 g (6.94 mmol) of 1-[4-(pyridin-2-yl)-phenyl]-4(S)-hydroxy-2-N-Boc-amino-5(S)-N-(N-methoxycarbonyl-(L)-tert-leucyl)amino-6-phenyl-2-azahexane and the mixture is diluted with 7 ml of DMF. After 2.75 hours, the mixture is worked up. The title compound is obtained: TLC: Rt =0.44 (methylene chloride/methanol: 9/1); HPLC20-100 : tRet =8.47; FAB MS (M+H)+ =534. Product: Nc1cccc2c1C(=O)c1cccc([N+](=O)[O-])c1C2=O. Reactants: [Br-], O=C1c2cccc([N+](=O)[O-])c2C(=O)c2cccc([N+](=O)[O-])c21, N, [NH4+], OCCOCCO. As a reaction SMILES: [Br-:24].[N+:2](=[O:3])([O-:4])[c:5]1[cH:6][cH:7][cH:8][c:9]2[c:18]1[C:17](=[O:19])[c:16]1[c:11]([c:12]([N+:20]([O-:21])=[O:22])[cH:13][cH:14][cH:15]1)[C:10]2=[O:23].[NH3:1].[NH4+:25].[OH:26][CH2:27][CH2:28][O:29][CH2:30][CH2:31][OH:32]>>[N+:2](=[O:3])([O-:4])[c:5]1[cH:6][cH:7][cH:8][c:9]2[c:18]1[C:17](=[O:19])[c:16]1[c:11]([c:12]([NH2:20])[cH:13][cH:14][cH:15]1)[C:10]2=[O:23]. Starting materials: N1[C@@H](CCC1)CO ((S)-2-pyrrolidinemethanol), ClC(=O)OCC1=CC=CC=C1 (benzyl chloroformate), [OH-].[Na+] (sodium hydroxide). Run in C(C)OCC (Diethyl ether), C(C)OCC (diethyl ether). Run at temperature 0 celsius, time 2 hour. Product: C1(=CC=CC=C1)COC(=O)N1[C@@H](CCC1)CO ((S)-2-hydroxymethyl-1-pyrrolidine carboxylic acid phenylmethyl ester). Isolated yield 101.6%. Reaction SMILES: [NH:1]1[CH2:5][CH2:4][CH2:3][C@H:2]1[CH2:6][OH:7].Cl[C:9]([O:11][CH2:12][C:13]1[CH:18]=[CH:17][CH:16]=[CH:15][CH:14]=1)=[O:10].[OH-].[Na+]>C(OCC)C>[C:13]1([CH2:12][O:11][C:9]([N:1]2[CH2:5][CH2:4][CH2:3][C@H:2]2[CH2:6][OH:7])=[O:10])[CH:18]=[CH:17][CH:16]=[CH:15][CH:14]=1 |f:2.3|. Procedure details: To a 0° C. solution of 25 g of (S)-2-pyrrolidinemethanol in 150 ml of diethyl ether is added 54.8 g of benzyl chloroformate. At mid point of addition, 49.4 ml of 5N sodium hydroxide is added, simultaneously, and the reaction stirred at 0° C. for 2 hours. Diethyl ether is added, the layers are separated and the aqueous layer reextracted with diethyl ether. The combined organic layers are dried, filtered and concentrated in vacuo. The residue is purified by chromatography (silica gel, 0-10% methyl...